Dataset: the Open Reaction Database (ORD), a public repository of structured organic reaction records. Task: describe an organic reaction: reactants, conditions, products, and yield The reactants are IC1=CC=C(C=C1)C1OC2=CC=C(C=C2C(C1C1=CC=C(C=C1)OC1OCCCC1)(O[Si](C)(C)C)C(F)(F)F)OC1OCCCC1 ({2-(4-iodo-phenyl)-6-(tetrahydro-pyran-2-yloxy)-3-[4-(tetrahydro-pyran-2-yloxy)-phenyl]-4-trifluoromethyl-chroman-4-yloxy}-trimethyl-silane). The solvent is CO (MeOH), Cl (HCl). Reaction conditions: time 4 hour. The product is OC1=CC=C(C=C1)C1C(OC2=CC=C(C=C2C1(O)C(F)(F)F)O)C1=CC=C(C=C1)I (3-(4-Hydroxyphenyl)-2-(4-iodophenyl)-4-(trifluoromethyl)chroman-4,6-diol). Isolated yield 25.9%. Reaction SMILES: [I:1][C:2]1[CH:7]=[CH:6][C:5]([CH:8]2[CH:17]([C:18]3[CH:23]=[CH:22][C:21]([O:24]C4CCCCO4)=[CH:20][CH:19]=3)[C:16]([C:36]([F:39])([F:38])[F:37])([O:31][Si](C)(C)C)[C:15]3[C:10](=[CH:11][CH:12]=[C:13]([O:40]C4CCCCO4)[CH:14]=3)[O:9]2)=[CH:4][CH:3]=1>CO.Cl>[OH:24][C:21]1[CH:20]=[CH:19][C:18]([CH:17]2[C:16]([C:36]([F:39])([F:37])[F:38])([OH:31])[C:15]3[C:10](=[CH:11][CH:12]=[C:13]([OH:40])[CH:14]=3)[O:9][CH:8]2[C:5]2[CH:4]=[CH:3][C:2]([I:1])=[CH:7][CH:6]=2)=[CH:23][CH:22]=1. Procedure details: To a solution of {2-(4-iodo-phenyl)-6-(tetrahydro-pyran-2-yloxy)-3-[4-(tetrahydro-pyran-2-yloxy)-phenyl]-4-trifluoromethyl-chroman-4-yloxy}-trimethyl-silane (15 g, 73 mmol) in MeOH (400 mL), concentrated HCl (100 mL) was added. The reaction mixture was stirred at room temperature for 4 h, concentrated, and re-dissolved in DCM (150 mL). The solution was washed (3×100 mL brine), dried (Na2SO4), filtered, and concentrated. The residue was purified by silica gel column chromatography (PE/EA=10/1) to... Reactants: C(#C)C=1C=NC=C(C1)OC (3-ethynyl-5-methoxypyridine), BrC1=CC(=C(C=C1)F)[N+](=O)[O-] (4-bromo-1-fluoro-2-nitrobenzene), C(#C)C=1C=NC=C(C1)OC (3-ethynyl-5-methoxypyridine). The reagents and catalysts are C1([P]([Pd][P](C2=CC=CC=C2)(C3=CC=CC=C3)C4=CC=CC=C4)(C5=CC=CC=C5)C6=CC=CC=C6)=CC=CC=C1 (bis(triphenylphosphine)palladium), [Cu]I (copper (I) iodide). The solvent is C(C)N(CC)CC (triethyl amine). Yields the product FC1=C(C=C(C=C1)C#CC=1C=NC=C(C1)OC)[N+](=O)[O-] (3-(4-Fluoro-3-nitrophenylethynyl)-5-methoxypyridine). Yield: 43.3%. As a reaction SMILES: [C:1]([C:3]1[CH:4]=[N:5][CH:6]=[C:7]([O:9][CH3:10])[CH:8]=1)#[CH:2].Br[C:12]1[CH:17]=[CH:16][C:15]([F:18])=[C:14]([N+:19]([O-:21])=[O:20])[CH:13]=1>C(N(CC)CC)C.C1(C=CC=CC=1)[P](C1C=CC=CC=1)(C1C=CC=CC=1)[Pd][P](C1C=CC=CC=1)(C1C=CC=CC=1)C1C=CC=CC=1.[Cu]I>[F:18][C:15]1[CH:16]=[CH:17][C:12]([C:2]#[C:1][C:3]2[CH:4]=[N:5][CH:6]=[C:7]([O:9][CH3:10])[CH:8]=2)=[CH:13][C:14]=1[N+:19]([O-:21])=[O:20] |^1:34,48|. Procedure: Sequentially add 3-ethynyl-5-methoxypyridine, (prepared as described in PREPARATION 10), (400 mg, 3.0 mmol), bis(triphenylphosphine)palladium (II) dichloride (0.100 g, 0.14 mmol) and copper (I) iodide (53 mg, 0.28 mmol) to a solution of 4-bromo-1-fluoro-2-nitrobenzene (616 mg, 2.8 mmol) in triethyl amine (6 mL) and heat for 2 h at 60° C. Add additional 3-ethynyl-5-methoxypyridine (100 mg, 0.75 mmol) and continue heating for 1 h. Concentrate and purify the residue by silica gel chromatography, el...